Dataset: the Open Reaction Database (ORD), a public repository of structured organic reaction records. Task: describe an organic reaction: reactants, conditions, products, and yield Reactants: CC1=NC=C(C(=C1O)CO)CCl (2-methyl-3-hydroxy-4-hydroxymethyl-5-chloromethylpyridine), C(Cl)(Cl)Cl (chloroform), N1=CC=CC=C1 (pyridine), C(=O)(Cl)Cl (phosgene). The solvent is C1=CC=CC=C1 (benzene). Run at time 8 hour. Product: Cl.ClCC1=C2C(=C(N=C1)C)OC(OC2)=O (5-chloromethyl-8-methyl-2-oxo-4H-M-dioxino[4,5-C]pyridine hydrochloride). Reaction SMILES: [CH3:1][C:2]1[C:7]([OH:8])=[C:6]([CH2:9][OH:10])[C:5]([CH2:11][Cl:12])=[CH:4][N:3]=1.C(Cl)(Cl)Cl.N1C=CC=CC=1.[C:23](Cl)(Cl)=[O:24]>C1C=CC=CC=1>[ClH:12].[Cl:12][CH2:11][C:5]1[CH:4]=[N:3][C:2]([CH3:1])=[C:7]2[O:8][C:23](=[O:24])[O:10][CH2:9][C:6]=12 |f:5.6|. Procedure: To a solution of 0.01 mole of 2-methyl-3-hydroxy-4-hydroxymethyl-5-chloromethylpyridine in 50 ml. chloroform and 50 ml. of pyridine is added at 0°-5°C. a solution of 0.011 mole of phosgene in benzene. The mixture is allowed to warm to room temperature and is stirred overnight. The mixture is then concentrated in vacuo and excess saturated sodium bicarbonate solution is added. The precipitate is collected on a filter and sucked dry. The product is FC1=C(C=CC=C1)N1CCN(CC1)CCCC1=CC(=NN1C1=CC=C(C=C1)F)CCCC (1-(2-fluorophenyl)-4-(3-(1-(4-fluorophenyl)-3-butyl-1H-pyrazol-5-yl)propyl)piperazine). As a reaction SMILES: [F:1][C:2]1[CH:7]=[CH:6][C:5]([N:8]2[C:12]([CH2:13][CH2:14][CH:15]=O)=[CH:11][C:10]([CH2:17][CH2:18][CH2:19][CH3:20])=[N:9]2)=[CH:4][CH:3]=1.[F:21][C:22]1[CH:27]=[CH:26][CH:25]=[CH:24][C:23]=1[N:28]1[CH2:33][CH2:32][NH:31][CH2:30][CH2:29]1.[BH-](OC(C)=O)(OC(C)=O)OC(C)=O.[Na+]>>[F:21][C:22]1[CH:27]=[CH:26][CH:25]=[CH:24][C:23]=1[N:28]1[CH2:33][CH2:32][N:31]([CH2:15][CH2:14][CH2:13][C:12]2[N:8]([C:5]3[CH:6]=[CH:7][C:2]([F:1])=[CH:3][CH:4]=3)[N:9]=[C:10]([CH2:17][CH2:18][CH2:19][CH3:20])[CH:11]=2)[CH2:30][CH2:29]1 |f:2.3|. Procedure details: 218 mg (87.5%) of target compound was obtained by using a method same as in Example 1 by using 3-(1-(4-fluorophenyl)-3-butyl-1H-pyrazol-5-yl)propanal (155.9 mg, 0.568 mmol), 1-(2-fluorophenyl)piperazine (106 mL, 0.852 mmol), and NaBH(OAc)3 (198 mg, 0.936 mmol). The reactants are FC1=CC=C(C=C1)N1N=C(C=C1CCC=O)CCCC (3-(1-(4-fluorophenyl)-3-butyl-1H-pyrazol-5-yl)propanal), FC1=C(C=CC=C1)N1CCNCC1 (1-(2-fluorophenyl)piperazine), [BH-](OC(=O)C)(OC(=O)C)OC(=O)C.[Na+] (NaBH(OAc)3). The reactants are Cc1ccccc1, CCOCC, OCC1(NC2CCCC2)CCCC1, Cl, O=S(Cl)Cl. Product: ClCC1(NC2CCCC2)CCCC1, Cl. RXN SMILES: [CH3:19][c:20]1[cH:21][cH:22][cH:23][cH:24][cH:25]1.[CH3:26][CH2:27][O:28][CH2:29][CH3:30].[CH:1]1([NH:6][C:7]2([CH2:12][OH:13])[CH2:8][CH2:9][CH2:10][CH2:11]2)[CH2:2][CH2:3][CH2:4][CH2:5]1.[ClH:18].[S:14]([Cl:15])([Cl:16])=[O:17]>>[CH:1]1([NH:6][C:7]2([CH2:12][Cl:16])[CH2:8][CH2:9][CH2:10][CH2:11]2)[CH2:2][CH2:3][CH2:4][CH2:5]1.[ClH:18]. Starting materials: N([C@H](C)C(=O)N([C@@H](CC(C)C)C(=O)CC1=CC=CC=C1)C)C(=O)OC(C)(C)C (BOC-(D)-Ala-MeLeu-Bzl), C(C)O (ethanol). Product: N([C@H](C)C(=O)N([C@@H](CC(C)C)C(=O)O)C)C(=O)OC(C)(C)C (BOC-(D)-Ala-MeLeu-OH). As a reaction SMILES: [NH:1]([C:22]([O:24][C:25]([CH3:28])([CH3:27])[CH3:26])=[O:23])[C@@H:2]([C:4]([N:6]([CH3:21])[C@H:7]([C:12](CC1C=CC=CC=1)=[O:13])[CH2:8][CH:9]([CH3:11])[CH3:10])=[O:5])[CH3:3].C([OH:31])C>>[NH:1]([C:22]([O:24][C:25]([CH3:28])([CH3:27])[CH3:26])=[O:23])[C@@H:2]([C:4]([N:6]([CH3:21])[C@H:7]([C:12]([OH:13])=[O:31])[CH2:8][CH:9]([CH3:10])[CH3:11])=[O:5])[CH3:3]. Procedure: 32.45 g (79.92 m mol) BOC-(D)-Ala-MeLeu-Bzl in 800 ml ethanol containing 1.6 g 10% palladium/charcoal are debenzylated by hydrogenation for 2 hours at room temperature. After uptake of the calculated quantity of hydrogen the suspension is filtered through talc, the solvent evaporated off and the residue crystallised from hexane to yield the title compound with a rotation of [α]D25 =-36.7° (c=0.8 in chloroform). The reactants are BrC=1C=NC=C(C1C=O)N1CCC=2C=3CCCCC3SC2C1=O (3-Bromo-5-{6-oxo-8-thia-5-azatricyclo[7.4.0.02,7]trideca-1(9),2(7)-dien-5-yl}pyridine-4-carbaldehyde), CN1C(C(=CC(=C1)B1OC(C(O1)(C)C)(C)C)NC1=NC=C(C=C1)N1CCN(CC1)C1COC1)=O (1-Methyl-3-(5-(4-(oxetan-3-yl)piperazin-1-yl)pyridin-2-ylamino)-5-(4,4,5,5-tetramethyl-1,3,2-dioxaborolan-2-yl)pyridin-2(1H)-one), [O-]P(=O)([O-])[O-].[K+].[K+].[K+] (K3PO4), CC(=O)[O-].[Na+] (NaOAc). The reagents and catalysts are C1=CC=C(C=C1)P([C-]2C=CC=C2)C3=CC=CC=C3.C1=CC=C(C=C1)P([C-]2C=CC=C2)C3=CC=CC=C3.Cl[Pd]Cl.[Fe+2] (PdCl2(dppf)). Run in CC#N (CH3CN), O (H2O). Conditions: temperature 100 celsius. The product is CN1C=C(C=C(C1=O)NC1=NC=C(C=C1)N1CCN(CC1)C1COC1)C=1C=NC=C(C1C=O)N1CCC=2C=3CCCCC3SC2C1=O (3-[1-Methyl-5-({5-[4-(oxetan-3-yl)piperazin-1-yl]pyridine-2-yl}amino)-6-oxo-1,6-dihydropyridin-3-yl]-5-{6-oxo-8-thia-5-azatricyclo[7.4.0.02,7]trideca-1(9),2(7)-dien-5-yl}pyridine-4-carbaldehyde). Yield: 40.0%. As a reaction SMILES: Br[C:2]1[CH:3]=[N:4][CH:5]=[C:6]([N:10]2[C:22](=[O:23])[C:21]3[S:20][C:19]4[CH2:18][CH2:17][CH2:16][CH2:15][C:14]=4[C:13]=3[CH2:12][CH2:11]2)[C:7]=1[CH:8]=[O:9].[CH3:24][N:25]1[CH:30]=[C:29](B2OC(C)(C)C(C)(C)O2)[CH:28]=[C:27]([NH:40][C:41]2[CH:46]=[CH:45][C:44]([N:47]3[CH2:52][CH2:51][N:50]([CH:53]4[CH2:56][O:55][CH2:54]4)[CH2:49][CH2:48]3)=[CH:43][N:42]=2)[C:26]1=[O:57].[O-]P([O-])([O-])=O.[K+].[K+].[K+].CC([O-])=O.[Na+]>CC#N.O.C1C=CC(P(C2C=CC=CC=2)[C-]2C=CC=C2)=CC=1.C1C=CC(P(C2C=CC=CC=2)[C-]2C=CC=C2)=CC=1.Cl[Pd]Cl.[Fe+2]>[CH3:24][N:25]1[C:26](=[O:57])[C:27]([NH:40][C:41]2[CH:46]=[CH:45][C:44]([N:47]3[CH2:52][CH2:51][N:50]([CH:53]4[CH2:54][O:55][CH2:56]4)[CH2:49][CH2:48]3)=[CH:43][N:42]=2)=[CH:28][C:29]([C:2]2[CH:3]=[N:4][CH:5]=[C:6]([N:10]3[C:22](=[O:23])[C:21]4[S:20][C:19]5[CH2:18][CH2:17][CH2:16][CH2:15][C:14]=5[C:13]=4[CH2:12][CH2:11]3)[C:7]=2[CH:8]=[O:9])=[CH:30]1 |f:2.3.4.5,6.7,10.11.12.13|. Procedure details: A sealed tube was charged with 105f (200 mg, 0.53 mmol), 1-methyl-3-(5-(4-(oxetan-3-yl)piperazin-1-yl)pyridin-2-ylamino)-5-(4,4,5,5-tetramethyl-1,3,2-dioxaborolan-2-yl)pyridin-2(1H)-one 101l (240 mg, 0.51 mmol), PdCl2(dppf) (42 mg, 0.05 mmol), K3PO4 (230 mg, 1 mmol), and NaOAc (80 mg, 1 mmol) in CH3CN (5 mL) and H2O (1.5 mL). The system was evacuated and refilled with N2. The reaction mixture was heated at 100° C. for 2 h. It was then cooled to room temperature and filtered. The filtrate was con... The reactants are COc1ccc(Nc2nc(Cl)nc(Cl)n2)cc1, CC#N, CCN(C(C)C)C(C)C, Nc1ccccc1. Product: COc1ccc(Nc2nc(Cl)nc(Nc3ccccc3)n2)cc1. As a reaction SMILES: [CH3:1][O:2][c:3]1[cH:4][cH:5][c:6]([NH:9][c:10]2[n:11][c:12]([Cl:17])[n:13][c:14]([Cl:16])[n:15]2)[cH:7][cH:8]1.[CH3:34][C:35]#[N:36].[CH:25]([N:26]([CH:27]([CH3:28])[CH3:29])[CH2:30][CH3:31])([CH3:32])[CH3:33].[NH2:18][c:19]1[cH:20][cH:21][cH:22][cH:23][cH:24]1>>[CH3:1][O:2][c:3]1[cH:4][cH:5][c:6]([NH:9][c:10]2[n:11][c:12]([Cl:17])[n:13][c:14]([NH:18][c:19]3[cH:20][cH:21][cH:22][cH:23][cH:24]3)[n:15]2)[cH:7][cH:8]1. Reactants: CCCCCI, C1CCOC1, [Li]CCCC, CC1(C)CC(C)(C)c2cc(CC(=O)O)ccc2O1, CC(C)NC(C)C. Yields the product CCCCCC(C(=O)O)c1ccc2c(c1)C(C)(C)CC(C)(C)O2. Reaction SMILES: [CH2:31]([CH2:32][CH2:33][CH2:34][CH3:35])[I:36].[CH2:37]1[O:38][CH2:39][CH2:40][CH2:41]1.[CH2:8]([Li:9])[CH2:10][CH2:11][CH3:12].[CH3:13][C:14]1([CH3:30])[O:15][c:16]2[cH:17][cH:18][c:19]([CH2:26][C:27](=[O:28])[OH:29])[cH:20][c:21]2[C:22]([CH3:24])([CH3:25])[CH2:23]1.[CH:1]([NH:2][CH:3]([CH3:4])[CH3:5])([CH3:6])[CH3:7]>>[CH3:13][C:14]1([CH3:30])[O:15][c:16]2[cH:17][cH:18][c:19]([CH:26]([C:27](=[O:28])[OH:29])[CH2:31][CH2:32][CH2:33][CH2:34][CH3:35])[cH:20][c:21]2[C:22]([CH3:24])([CH3:25])[CH2:23]1. Starting materials: CC(C)(C)N, Cc1cc(S(=O)(=O)Cl)ccc1NS(=O)(=O)C(F)(F)F, C1CCOC1. The product is Cc1cc(S(=O)(=O)NC(C)(C)C)ccc1NS(=O)(=O)C(F)(F)F. Reaction SMILES: [C:20]([CH3:21])([CH3:22])([CH3:23])[NH2:24].[CH3:1][c:2]1[cH:3][c:4]([S:16](=[O:17])(=[O:18])[Cl:19])[cH:5][cH:6][c:7]1[NH:8][S:9](=[O:10])(=[O:11])[C:12]([F:13])([F:14])[F:15].[O:25]1[CH2:26][CH2:27][CH2:28][CH2:29]1>>[CH3:1][c:2]1[cH:3][c:4]([S:16](=[O:17])(=[O:18])[NH:24][C:20]([CH3:21])([CH3:22])[CH3:23])[cH:5][cH:6][c:7]1[NH:8][S:9](=[O:10])(=[O:11])[C:12]([F:13])([F:14])[F:15]. Reaction SMILES: [Br:26][CH:27]([C:28](=[O:29])[O:30][CH2:31][CH3:32])[C:33](=[O:34])[O:35][CH2:36][CH3:37].[CH3:15][C:16]([OH:17])([CH3:18])[CH3:19].[CH3:1][CH:2]([C:3](=[O:4])[c:5]1[c:6]([C:7](=[O:8])[OH:9])[cH:10][cH:11][cH:12][cH:13]1)[CH3:14].[CH3:20][C:21]([CH3:22])([O-:23])[CH3:24].[CH3:38][CH2:39][OH:40].[K+:25]>>[CH3:1][CH:2]([C:3]1([OH:4])[c:5]2[c:6]([cH:10][cH:11][cH:12][cH:13]2)[C:7](=[O:8])[O:9][C:27]1([C:28](=[O:29])[O:30][CH2:31][CH3:32])[C:33](=[O:34])[O:35][CH2:36][CH3:37])[CH3:14]. Starting materials: CCOC(=O)C(Br)C(=O)OCC, CC(C)(C)O, CC(C)C(=O)c1ccccc1C(=O)O, CC(C)(C)[O-], CCO, [K+]. Product: CCOC(=O)C1(C(=O)OCC)OC(=O)c2ccccc2C1(O)C(C)C. Starting materials: ClC=1N=C(C2=C(N1)C(=NC=N2)SCC2=CC=CC1=CC=CC=C21)N2CCOCC2 (2-chloro-4-morpholino-8-(1-naphthylmethyl-thio)-pyrimido [5,4-d]-pyrimidine), N1CCNCC1 (piperazine). Yields the product O1CCN(CC1)C=1C2=C(N=C(N1)N1CCNCC1)C(=NC=N2)SCC2=CC=CC1=CC=CC=C21 (4-Morpholino-8-(1-naphthylmethyl-thio)-2-piperazino-pyrimido-[5,4-d]-pyrimidine). As a reaction SMILES: Cl[C:2]1[N:3]=[C:4]([N:24]2[CH2:29][CH2:28][O:27][CH2:26][CH2:25]2)[C:5]2[N:11]=[CH:10][N:9]=[C:8]([S:12][CH2:13][C:14]3[C:23]4[C:18](=[CH:19][CH:20]=[CH:21][CH:22]=4)[CH:17]=[CH:16][CH:15]=3)[C:6]=2[N:7]=1.[NH:30]1[CH2:35][CH2:34][NH:33][CH2:32][CH2:31]1>>[O:27]1[CH2:28][CH2:29][N:24]([C:4]2[C:5]3[N:11]=[CH:10][N:9]=[C:8]([S:12][CH2:13][C:14]4[C:23]5[C:18](=[CH:19][CH:20]=[CH:21][CH:22]=5)[CH:17]=[CH:16][CH:15]=4)[C:6]=3[N:7]=[C:2]([N:30]3[CH2:35][CH2:34][NH:33][CH2:32][CH2:31]3)[N:3]=2)[CH2:25][CH2:26]1. Reported procedure: This compound was prepared analogous to Example 1 from 2-chloro-4-morpholino-8-(1-naphthylmethyl-thio)-pyrimido [5,4-d]-pyrimidine (m.p.: 206°-209° C.) and piperazine.